describe an organic reaction: reactants, conditions, products, and yield From a dataset of the Open Reaction Database (ORD), a public repository of structured organic reaction records. Starting materials: P(OCC)(OCC)OCC (triethyl phosphite), C(C=C)C1=C(C(=C(C(=O)OCC=C)C(=C1O)C)C)O (allyl 4-allyl-3,5-dihydroxy-2,6-dimethylbenzoate), CN1CCCC1 (N-methylpyrrolidine). The reagents and catalysts are C(C)(=O)[O-].[Pd+2].C(C)(=O)[O-] (palladium acetate). Run in C(C)(=O)OCC (ethyl acetate). Run at time 5 minute. Yields the product OC=1C(=C(C(=O)O)C(=C(C1CCC)O)C)C (3,5-dihydroxy-2,6-dimethyl-4-propylbenzoic acid). The yield is 78.6%. Reaction SMILES: [CH2:1]([C:4]1[C:15]([OH:16])=[C:14]([CH3:17])[C:7]([C:8]([O:10]CC=C)=[O:9])=[C:6]([CH3:18])[C:5]=1[OH:19])[CH:2]=[CH2:3].P(OCC)(OCC)OCC.CN1CCCC1>C(OCC)(=O)C.C([O-])(=O)C.[Pd+2].C([O-])(=O)C>[OH:16][C:15]1[C:14]([CH3:17])=[C:7]([C:6]([CH3:18])=[C:5]([OH:19])[C:4]=1[CH2:1][CH2:2][CH3:3])[C:8]([OH:10])=[O:9] |f:4.5.6|. Procedure: A solution of 5.00 g of allyl 4-allyl-3,5-dihydroxy-2,6-dimethylbenzoate in 80 ml of ethyl acetate was cooled to 0° C., and then treated with 90 mg of palladium acetate and 332 mg of triethyl phosphite. After stirring for 5 minutes, 2.04 g of N-methylpyrrolidine were added, a precipitate being formed immediately. Stirring was continued at 0° C., and then, the mixture was partitioned between ethyl acetate and 1N hydrochloric acid. The organic layer was washed with brine, dried over sodium sulfate... Product: ClCCCCOC1=C(C=C2C(=NC=NC2=C1)NC1=C(C=C(C=C1)Cl)F)OC (7-(4-chlorobutoxy)-4(4chloro-2-fluoroanilino)-6-methoxyquinazoline). Run at temperature 40 celsius. The solvent is CN(C)C=O (DMF). RXN SMILES: [Cl:1][C:2]1[CH:21]=[CH:20][C:5]([NH:6][C:7]2[C:16]3[C:11](=[CH:12][C:13]([OH:19])=[C:14]([O:17][CH3:18])[CH:15]=3)[N:10]=[CH:9][N:8]=2)=[C:4]([F:22])[CH:3]=1.Br[CH2:24][CH2:25][CH2:26][CH2:27][Cl:28].C(=O)([O-])[O-].[K+].[K+]>CN(C=O)C>[Cl:28][CH2:27][CH2:26][CH2:25][CH2:24][O:19][C:13]1[CH:12]=[C:11]2[C:16]([C:7]([NH:6][C:5]3[CH:20]=[CH:21][C:2]([Cl:1])=[CH:3][C:4]=3[F:22])=[N:8][CH:9]=[N:10]2)=[CH:15][C:14]=1[O:17][CH3:18] |f:2.3.4|. Reactants: ClC1=CC(=C(NC2=NC=NC3=CC(=C(C=C23)OC)O)C=C1)F (4-(4-chloro-2-fluoroanilino)-7-hydroxy-6-methoxyquinazoline), BrCCCCCl (bromo-4-chlorobutane), C([O-])([O-])=O.[K+].[K+] (potassium carbonate). Yield: 78.5%. Procedure details: A mixture of 4-(4-chloro-2-fluoroanilino)-7-hydroxy-6-methoxyquinazoline (3.6 g, 11.3 mmol), (prepared as described for the starting material in Example 4), 1 bromo-4-chlorobutane (1.95 ml, 16.9 mmol) and potassium carbonate (4.66 g, 33.8 mmol) in DMF (75 ml) was heated at 40° C. for 4 hours. The mixture was allowed to cool and was partitioned between methylene chloride and water. The aqueous layer was adjusted to pH7 with 2M hydrochloric acid. The organic layer was separated, washed with brine,... Reactants: C(CCC)[Li] (n-butyl lithium), C1=CC=CC=2C(C3=C(CCC21)C=CC=C3)=C3CCN(CC3)C (4-(10,11-dihydro-5H-dibenzo[a,d]cyclohepten-5-ylidene)-1-methylpiperidine), C(C=C)Br (allyl bromide). The solvent is C1CCOC1 (THF). Run at temperature -78 celsius, time 60 minute. Product: C(C=C)C1(C2=C(CCC3=C1C=CC=C3)C=CC=C2)C2=CCN(CC2)C (4-[10,11-dihydro-5-(2-propenyl)-5H-dibenzo[a,d]cyclohepten-5-yl]-1-methyl-1,2,5,6-tetrahydropyridine). The yield is 70.2%. As a reaction SMILES: [CH:1]1[C:11]2[CH2:10][CH2:9][C:8]3[CH:12]=[CH:13][CH:14]=[CH:15][C:7]=3[C:6](=[C:16]3[CH2:21][CH2:20][N:19]([CH3:22])[CH2:18][CH2:17]3)[C:5]=2[CH:4]=[CH:3][CH:2]=1.[CH2:23]([Li])[CH2:24][CH2:25]C.C(Br)C=C>C1COCC1>[CH2:25]([C:6]1([C:16]2[CH2:17][CH2:18][N:19]([CH3:22])[CH2:20][CH:21]=2)[C:7]2[CH:15]=[CH:14][CH:13]=[CH:12][C:8]=2[CH2:9][CH2:10][C:11]2[CH:1]=[CH:2][CH:3]=[CH:4][C:5]1=2)[CH:24]=[CH2:23]. Procedure details: Dissolved 4-(10,11-dihydro-5H-dibenzo[a,d]cyclohepten-5-ylidene)-1-methylpiperidine (10 g, 34.6 mmol) in 200 mL of dry THF, and cooled to -78° C. under a nitrogen atmosphere. Added n-butyl lithium (15.2 mL of 2.5M in hexane, 38.0 mmol) dropwise via syringe. Warmed to 0° C, and stirred for 60 mins. Recooled to -78° C, and added allyl bromide (4.6 g, 3.3 mL, 38.0 mmol) dropwise via syringe. Warmed to room temperature slowly, and stirred for 5 hours. Added saturated NH4Cl, and extracted with ether.... Reactants: ClC1=NC=C(C(=N1)Cl)[N+](=O)[O-] (2,4-dichloro-5-nitropyrimidine), NCC=1C=NC=CC1 (3-(aminomethyl)pyridine). Run in C(Cl)Cl (methylene chloride). Reaction conditions: temperature -78 celsius, time 6 hour. Product: ClC1=NC=C(C(=N1)NCC=1C=NC=CC1)[N+](=O)[O-] (2-Chloro-5-nitro-N-(pyridin-3-ylmethyl)pyrimidin-4-amine). As a reaction SMILES: [Cl:1][C:2]1[N:7]=[C:6](Cl)[C:5]([N+:9]([O-:11])=[O:10])=[CH:4][N:3]=1.[NH2:12][CH2:13][C:14]1[CH:15]=[N:16][CH:17]=[CH:18][CH:19]=1>C(Cl)Cl>[Cl:1][C:2]1[N:7]=[C:6]([NH:12][CH2:13][C:14]2[CH:15]=[N:16][CH:17]=[CH:18][CH:19]=2)[C:5]([N+:9]([O-:11])=[O:10])=[CH:4][N:3]=1. Procedure details: A solution of 2,4-dichloro-5-nitropyrimidine (40) (5 g) in methylene chloride (60 mL) was cooled to −78° C. and treated with 3-(aminomethyl)pyridine (2.8 g). The mixture was stirred at −78° C. for six hours, and concentrated in vacuo at RT to provide crude 2-chloro-5-nitro-N-(pyridin-3-ylmethyl)pyrimidin-4-amine (41), which was used without further purification.